This data is from the Open Reaction Database (ORD), a public repository of structured organic reaction records. The task is: describe an organic reaction: reactants, conditions, products, and yield Starting materials: C(O)([O-])=O.[Na+] (sodium hydrogen carbonate), FC=1C=C(C=CC1)C1CNCCC1CN(C(OC(C)(C)C)=O)[C@H](C)C1=CC=CC2=CC=CC=C12 (tert-butyl {[3-(3-fluorophenyl)piperidin-4-yl]methyl}[(1R)-1-(1-naphthyl)ethyl]carbamate), O=CCCCCC(=O)OC (methyl 6-oxohexanoate), C(C)(=O)O[BH-](OC(C)=O)OC(C)=O.[Na+] (sodium triacetoxyborohydride). The solvent is ClCCl (dichloromethane). Conditions: time 8 hour. Yields the product C(C)(C)(C)OC(=O)N([C@H](C)C1=CC=CC2=CC=CC=C12)CC1C(CN(CC1)CCCCCC(=O)OC)C1=CC(=CC=C1)F (methyl 6-[4-({(tert-butoxycarbonyl)[(1R)-1-(1-naphthyl)ethyl]amino}methyl)-3-(3-fluorophenyl)piperidin-1-yl]hexanoate). The yield is 101.4%. RXN SMILES: [F:1][C:2]1[CH:3]=[C:4]([CH:8]2[CH:13]([CH2:14][N:15]([C@@H:23]([C:25]3[C:34]4[C:29](=[CH:30][CH:31]=[CH:32][CH:33]=4)[CH:28]=[CH:27][CH:26]=3)[CH3:24])[C:16](=[O:22])[O:17][C:18]([CH3:21])([CH3:20])[CH3:19])[CH2:12][CH2:11][NH:10][CH2:9]2)[CH:5]=[CH:6][CH:7]=1.O=[CH:36][CH2:37][CH2:38][CH2:39][CH2:40][C:41]([O:43][CH3:44])=[O:42].C(O[BH-](OC(=O)C)OC(=O)C)(=O)C.[Na+].C(=O)([O-])O.[Na+]>ClCCl>[C:18]([O:17][C:16]([N:15]([CH2:14][CH:13]1[CH2:12][CH2:11][N:10]([CH2:36][CH2:37][CH2:38][CH2:39][CH2:40][C:41]([O:43][CH3:44])=[O:42])[CH2:9][CH:8]1[C:4]1[CH:5]=[CH:6][CH:7]=[C:2]([F:1])[CH:3]=1)[C@@H:23]([C:25]1[C:34]2[C:29](=[CH:30][CH:31]=[CH:32][CH:33]=2)[CH:28]=[CH:27][CH:26]=1)[CH3:24])=[O:22])([CH3:19])([CH3:21])[CH3:20] |f:2.3,4.5|. Procedure details: To a solution of 139 mg of tert-butyl {[3-(3-fluorophenyl)piperidin-4-yl]methyl}[(1R)-1-(1-naphthyl)ethyl]carbamate and 48 mg of methyl 6-oxohexanoate in 4.0 mL of dichloromethane was added 191 mg of sodium triacetoxyborohydride at room temperature, followed by stirring overnight. To the reaction mixture was added a saturated aqueous sodium hydrogen carbonate solution, followed by extraction with chloroform. The organic layer was washed with water and saturated brine, and dried over anhydrous so... The reactants are C1CCOC1, CS(=O)(=O)Cl, COc1cccc2c1nc(C(F)F)n2-c1nc(N2CCNCC2)nc(N2CCOCC2)n1, O, c1ccncc1. Yields the product COc1cccc2c1nc(C(F)F)n2-c1nc(N2CCOCC2)nc(N2CCN(S(C)(=O)=O)CC2)n1. As a reaction SMILES: [CH2:39]1[O:40][CH2:41][CH2:42][CH2:43]1.[CH3:33][S:34]([Cl:35])(=[O:36])=[O:37].[F:1][CH:2]([c:3]1[n:4][c:5]2[c:6]([n:7]1-[c:8]1[n:9][c:10]([N:20]3[CH2:21][CH2:22][NH:23][CH2:24][CH2:25]3)[n:11][c:12]([N:14]3[CH2:15][CH2:16][O:17][CH2:18][CH2:19]3)[n:13]1)[cH:26][cH:27][cH:28][c:29]2[O:30][CH3:31])[F:32].[OH2:38].[cH:44]1[cH:45][cH:46][n:47][cH:48][cH:49]1>>[F:1][CH:2]([c:3]1[n:4][c:5]2[c:6]([n:7]1-[c:8]1[n:9][c:10]([N:20]3[CH2:21][CH2:22][N:23]([S:34]([CH3:33])(=[O:36])=[O:37])[CH2:24][CH2:25]3)[n:11][c:12]([N:14]3[CH2:15][CH2:16][O:17][CH2:18][CH2:19]3)[n:13]1)[cH:26][cH:27][cH:28][c:29]2[O:30][CH3:31])[F:32]. Reactants: NC1C(NC2=C(C(=N1)C1=CC=CC=C1)C=CC=C2)=O (3-(RS)-Amino-1,3-dihydro-5-phenyl-2H-1,4-benzodiazepin-2-one), N1C=C(C2=CC=CC=C12)C(=O)O (indole-3-carboxylic acid), C1CCC(CC1)N=C=NC2CCCCC2 (DCC), C(Cl)Cl (CH2Cl2). The solvent is CN(C)C=O (DMF). Conditions: time 18 hour. The product is N1C=C(C2=CC=CC=C12)C(=O)NC1C(NC2=C(C(=N1)C1=CC=CC=C1)C=CC=C2)=O (1,3-Dihydro-3-(RS)-(3-indolecarbonylamino)-5-phenyl-2H-1,4-benzodiazepin-2-one). As a reaction SMILES: [NH2:1][CH:2]1[N:8]=[C:7]([C:9]2[CH:14]=[CH:13][CH:12]=[CH:11][CH:10]=2)[C:6]2[CH:15]=[CH:16][CH:17]=[CH:18][C:5]=2[NH:4][C:3]1=[O:19].[NH:20]1[C:28]2[C:23](=[CH:24][CH:25]=[CH:26][CH:27]=2)[C:22]([C:29](O)=[O:30])=[CH:21]1.C1CCC(N=C=NC2CCCCC2)CC1.C(Cl)Cl>CN(C=O)C>[NH:20]1[C:28]2[C:23](=[CH:24][CH:25]=[CH:26][CH:27]=2)[C:22]([C:29]([NH:1][CH:2]2[N:8]=[C:7]([C:9]3[CH:14]=[CH:13][CH:12]=[CH:11][CH:10]=3)[C:6]3[CH:15]=[CH:16][CH:17]=[CH:18][C:5]=3[NH:4][C:3]2=[O:19])=[O:30])=[CH:21]1. Reported procedure: 3-(RS)-Amino-1,3-dihydro-5-phenyl-2H-1,4-benzodiazepin-2-one (49.2 mg, 0.196 mmol), indole-3-carboxylic acid (37.9 mg, 0.235 mmol) and 1M DCC in CH2Cl2 solution (0.235 ml, 0.235 mmol) were mixed in DMF (2 ml) and the pH adjusted to 9.0 with triethylamino (32.7 μl, 0.235 mmol). The reaction was stirred 18 hrs. at 25° C., the DMF removed in vacuo, and the residue chromatographed on a Waters Semi-Prep C-18 30×0.9 cm column (gradient elution of 5 to 95% CH3CN in H2O) to give the title compound as a ... Reactants: oxime, oxime, C(C)O (ethanol), C(C)(=O)[O-].[NH4+] (ammonium acetate), Cl.NO (Hydroxylamine hydrochloride), C(C)(=O)[O-].[Na+] (sodium acetate), C1(=CC=CC=C1)C=O ((phenyl)methanone). The reagents and catalysts are [Zn] (zinc). Solvent: N (ammonia), CO (methanol). The product is NC(C=1C=C(C=CC1)O)C1=CC=CC=C1 (3-(Amino(phenyl)methyl)phenol). Reaction SMILES: [C:1]1([CH:7]=O)[CH:6]=[CH:5][CH:4]=[CH:3][CH:2]=1.Cl.[NH2:10]O.[C:12]([O-:15])(=O)[CH3:13].[Na+].[C:17]([O-])(=O)[CH3:18].[NH4+].[CH2:22](O)[CH3:23]>CO.N.[Zn]>[NH2:10][CH:7]([C:1]1[CH:2]=[CH:3][CH:4]=[CH:5][CH:6]=1)[C:22]1[CH:23]=[C:12]([OH:15])[CH:13]=[CH:18][CH:17]=1 |f:1.2,3.4,5.6|. Reported procedure: 3-Hydroxyphenyl)(phenyl)methanone (400 g, 2 mol) was dissolved in methanol (4 L). Hydroxylamine hydrochloride (168 g, 2.4 mol) and sodium acetate (331 g, 4 mol) were added to the resulting solution. The mixture was heated at reflux for 18 hours. After cooling to RT solvent was evaporated at reduced pressure, then water (3 L) was added to the residue. The product was extracted with ethyl acetate (3×3 L). The combined organic extracts were washed with saturated aqueous sodium hydrogen carbonate, b... Run at temperature 40 celsius. Procedure: To a solution of 1.31 g 3,5-dichloro-2-fluoro-4-(1,1,2,3,3,3-hexafluoropropoxy) aniline in 5 mL 1,2-dichloroethane under an atmosphere of nitrogen at room temperature was added 0.87 g 2,6-difluorobenzoyl isocyanate dissolved in 10 mL dichloroethane dropwise over a 10 minute period. The mixture was stirred, warmed to 40° C. for a one hour period, then concentrated under vacuum to a brown solid 2.0 g. The mixture was chromatographed using a Michel-Miller low pressure silica gel column eluted with ... The reactants are ClC=1C(=C(N)C=C(C1OC(C(C(F)(F)F)F)(F)F)Cl)F (3,5-dichloro-2-fluoro-4-(1,1,2,3,3,3-hexafluoropropoxy) aniline), FC1=C(C(=O)N=C=O)C(=CC=C1)F (2,6-difluorobenzoyl isocyanate). The yield is 83.4%. Reaction SMILES: [Cl:1][C:2]1[C:3]([F:20])=[C:4]([CH:6]=[C:7]([Cl:19])[C:8]=1[O:9][C:10]([F:18])([F:17])[CH:11]([F:16])[C:12]([F:15])([F:14])[F:13])[NH2:5].[F:21][C:22]1[CH:32]=[CH:31][CH:30]=[C:29]([F:33])[C:23]=1[C:24]([N:26]=[C:27]=[O:28])=[O:25]>ClCCCl.ClC(Cl)C>[Cl:1][C:2]1[C:3]([F:20])=[C:4]([NH:5][C:27]([NH:26][C:24](=[O:25])[C:23]2[C:29]([F:33])=[CH:30][CH:31]=[CH:32][C:22]=2[F:21])=[O:28])[CH:6]=[C:7]([Cl:19])[C:8]=1[O:9][C:10]([F:17])([F:18])[CH:11]([F:16])[C:12]([F:14])([F:15])[F:13]. The product is ClC=1C(=C(C=C(C1OC(C(C(F)(F)F)F)(F)F)Cl)NC(=O)NC(C1=C(C=CC=C1F)F)=O)F (N-[3,5-Dichloro-2-fluoro-4-(1,1,2,3,3,3-hexafluoropropoxy)phenyl]-N′-(2,6-difluorobenzoyl)urea). Solvent: ClC(C)Cl (dichloroethane), ClCCCl (1,2-dichloroethane). Reactants: C(C)C1CCC(CC1)CCC=O (4-Ethyl cyclohexanepropanal), II, C(C)C1=CC=C(C=O)C=C1 (4-ethyl benzaldehyde). Yields the product C(C)C1=CC=C(C=C1)CCC=O (3-(4-ethyl-phenyl)-propionaldehyde). RXN SMILES: [CH2:1]([CH:3]1[CH2:8][CH2:7][CH:6]([CH2:9][CH2:10][CH:11]=[O:12])[CH2:5][CH2:4]1)[CH3:2].C(C1C=CC(C=O)=CC=1)C>>[CH2:1]([C:3]1[CH:8]=[CH:7][C:6]([CH2:9][CH2:10][CH:11]=[O:12])=[CH:5][CH:4]=1)[CH3:2]. Procedure details: 4-Ethyl cyclohexanepropanal was similarly prepared as described in Examples I and II. First, 4-ethyl benzaldehyde (925 g, commercially available from Mitsubishi Gas Chemical Company, Inc.) was used to obtain 3-(4-ethyl-phenyl)-propionaldehyde (878 g) with a boiling point of 129° C. at a pressure of 12 mmHg. 3-(4-Ethyl-phenyl)-propionaldehyde (350 g) was consequently used to provide 4-ethyl cyclohexanepropanal (201 g) with a boiling point of 85° C. at a pressure of 3 mmHg. Starting materials: CC1(C)C2CCC1(CS(=O)(=O)O)C(=O)C2, CC(C)O, CNC(=O)c1cccc(F)c1Nc1nc(Cl)ncc1Cl, Nc1ccc2c(c1)OCCCN2. Product: CNC(=O)c1cccc(F)c1Nc1nc(Nc2ccc3c(c2)OCCCN3)ncc1Cl. As a reaction SMILES: [C:33]12([CH2:34][S:35]([OH:36])(=[O:37])=[O:38])[C:39]([CH3:40])([CH3:41])[CH:42]([CH2:43][CH2:44]1)[CH2:45][C:46]2=[O:47].[CH:48]([OH:49])([CH3:50])[CH3:51].[Cl:13][c:14]1[n:15][cH:16][c:17]([Cl:32])[c:18]([NH:20][c:21]2[c:22]([C:23](=[O:24])[NH:25][CH3:26])[cH:27][cH:28][cH:29][c:30]2[F:31])[n:19]1.[cH:1]1[cH:2][c:3]([NH2:12])[cH:4][c:5]2[c:6]1[NH:7][CH2:8][CH2:9][CH2:10][O:11]2>>[cH:1]1[cH:2][c:3]([NH:12][c:14]2[n:15][cH:16][c:17]([Cl:32])[c:18]([NH:20][c:21]3[c:22]([C:23](=[O:24])[NH:25][CH3:26])[cH:27][cH:28][cH:29][c:30]3[F:31])[n:19]2)[cH:4][c:5]2[c:6]1[NH:7][CH2:8][CH2:9][CH2:10][O:11]2. The reactants are N1C(=CC=C1)C=O (1H-pyrrole-2-carbaldehyde), BrCCOC1=CC=CC=C1 (1-(2-bromoethoxy)benzene), C(=O)([O-])[O-].[K+].[K+] (K2CO3). Run in C(C)(=O)OCC (ethyl acetate), CN(C)C=O (DMF). Run at time 16 hour. The product is O(C1=CC=CC=C1)CCN1C(=CC=C1)C=O (1-(2-phenoxyethyl)-1H-pyrrole-2-carbaldehyde). Yield: 106.5%. As a reaction SMILES: [NH:1]1[CH:5]=[CH:4][CH:3]=[C:2]1[CH:6]=[O:7].Br[CH2:9][CH2:10][O:11][C:12]1[CH:17]=[CH:16][CH:15]=[CH:14][CH:13]=1.C([O-])([O-])=O.[K+].[K+]>CN(C=O)C.C(OCC)(=O)C>[O:11]([CH2:10][CH2:9][N:1]1[CH:5]=[CH:4][CH:3]=[C:2]1[CH:6]=[O:7])[C:12]1[CH:17]=[CH:16][CH:15]=[CH:14][CH:13]=1 |f:2.3.4|. Procedure details: To a solution of 1H-pyrrole-2-carbaldehyde (0.45 g, 4.8 mmol) and 1-(2-bromoethoxy)benzene (1.1 g, 5.3 mmol) in DMF (20 mL) was added K2CO3 (3.3 g, 24 mmol). After stirring 16 hr at room temperature, the mixture was diluted with ethyl acetate (200 mL) and washed with H2O (2×100 mL) then brine (100 mL). The organic layer was dried (MgSO4), filtered and then concentrated to provide 1.1 g (˜100%) of crude 1-(2-phenoxyethyl)-1H-pyrrole-2-carbaldehyde as a light yellow oil. As a reaction SMILES: [C:2]([O:3][C:4](=[O:5])[NH:8][CH:9]1[CH2:10][CH2:11][CH:12]([C:15]([N:16]([CH3:17])[CH3:18])=[O:19])[CH2:13][CH2:14]1)([CH3:6])([CH3:7])[CH3:20].[CH2:28]1[O:29][CH2:30][CH2:31][O:32][CH2:33]1.[CH3:21][c:22]1[cH:23][cH:24][cH:25][cH:26][cH:27]1.[ClH:1]>>[ClH:1].[NH2:8][CH:9]1[CH2:10][CH2:11][CH:12]([C:15]([N:16]([CH3:17])[CH3:18])=[O:19])[CH2:13][CH2:14]1. Product: Cl, CN(C)C(=O)C1CCC(N)CC1. Reactants: CN(C)C(=O)C1CCC(NC(=O)OC(C)(C)C)CC1, C1COCCO1, Cc1ccccc1, Cl. Procedure: A solution of ethyl 3-(4-methoxyphenyl)-3-oxopropanoate (444 mg, 2 mmol) in methanol (4 mL) was added sodium borohydride (76 mg, 2.0 mmol) at 0° C. slowly. After addition, the reaction mixture was stirred at 0° C. for 30 min. Two drops of saturated sodium sulfate solution were added to the reaction mixture to quench the reaction. Methanol was removed in vacuo, and water was added to the residue. The aqueous solution was extrated with ethyl acetate (x3), and the combined organic layers were dried... Conditions: temperature 0 celsius, time 30 minute. Reagents/catalysts: S(=O)(=O)([O-])[O-].[Na+].[Na+] (sodium sulfate). Reaction SMILES: [CH3:1][O:2][C:3]1[CH:8]=[CH:7][C:6]([C:9](=[O:16])[CH2:10][C:11]([O:13][CH2:14][CH3:15])=[O:12])=[CH:5][CH:4]=1.[BH4-].[Na+]>CO.S([O-])([O-])(=O)=O.[Na+].[Na+]>[OH:16][CH:9]([C:6]1[CH:5]=[CH:4][C:3]([O:2][CH3:1])=[CH:8][CH:7]=1)[CH2:10][C:11]([O:13][CH2:14][CH3:15])=[O:12] |f:1.2,4.5.6|. The reactants are COC1=CC=C(C=C1)C(CC(=O)OCC)=O (ethyl 3-(4-methoxyphenyl)-3-oxopropanoate), [BH4-].[Na+] (sodium borohydride). Run in CO (methanol). Yields the product OC(CC(=O)OCC)C1=CC=C(C=C1)OC (Ethyl 3-hydroxy-3-(4-methoxyphenyl)propanoate). Isolated yield 56.2%.